From a dataset of the Open Reaction Database (ORD), a public repository of structured organic reaction records. describe an organic reaction: reactants, conditions, products, and yield Starting materials: [N-]=C=O (isocyanate), NC=1C(=CC2=C(N(C(CO2)=O)CCC)C1)F (6-amino-7-fluoro-4-propyl-2H-1,4-benzoxazin-3(4H)-one), ClC(Cl)(Cl)OC(=O)Cl (trichloromethylchloroformate). Run in C1(=CC=CC=C1)C (toluene), C1(=CC=CC=C1)C (toluene). Run at time 1.5 hour. Product: FC1=CC2=C(N(C(CO2)=O)CCC)C=C1N=C=O (7-Fluoro-4-propyl-2H-1,4-benzoxazin-3(4H)-one-6-yl isocyanate). RXN SMILES: [NH2:1][C:2]1[C:3]([F:16])=[CH:4][C:5]2[O:10][CH2:9][C:8](=[O:11])[N:7]([CH2:12][CH2:13][CH3:14])[C:6]=2[CH:15]=1.Cl[C:18]([O:21]C(Cl)=O)(Cl)Cl.[N-]=C=O>C1(C)C=CC=CC=1>[F:16][C:3]1[C:2]([N:1]=[C:18]=[O:21])=[CH:15][C:6]2[N:7]([CH2:12][CH2:13][CH3:14])[C:8](=[O:11])[CH2:9][O:10][C:5]=2[CH:4]=1. Reported procedure: To a stirred solution of 3.9 grams (0.017 mole) of 6-amino-7-fluoro-4-propyl-2H-1,4-benzoxazin-3(4H)-one in 240 ml of toluene was added a solution of 2.06 grams (0.0104 mole) of trichloromethylchloroformate in 10 ml of toluene. This mixture was stirred at room temperature for 1.5 hours and then was heated at reflux for approximately 18 hours. The mixture was cooled, and the solvent was removed by distillation at atmospheric pressure leaving a residue. This residue was subjected to reduced pressu... Starting materials: CNCC=O, Cc1ccc2sc(N=C=O)nc2c1, c1ccccc1. The product is Cc1ccc2sc(NC(=O)N(C)CC=O)nc2c1. Reaction SMILES: [CH3:14][NH:15][CH2:16][CH:17]=[O:18].[CH3:1][c:2]1[cH:3][cH:4][c:5]2[c:6]([n:7][c:8]([N:10]=[C:11]=[O:12])[s:9]2)[cH:13]1.[cH:19]1[cH:20][cH:21][cH:22][cH:23][cH:24]1>>[CH3:1][c:2]1[cH:3][cH:4][c:5]2[c:6]([n:7][c:8]([NH:10][C:11](=[O:12])[N:15]([CH3:14])[CH2:16][CH:17]=[O:18])[s:9]2)[cH:13]1. Starting materials: C1(=CC=CC=C1)S(=O)(=O)N1C(=CC=2C1=NC=CC2)C(=CC2CCCC2)OS(=O)(=O)C2=CC=C(C=C2)C (toluene-4-sulfonic acid-1-(1-benzenesulfonyl-1H-pyrrolo[2,3-b]pyridin-2-yl)-2-cyclopentyl-vinyl ester), COC(=O)C1=CC=C(C=C1)B(O)O (4-methoxycarbonylphenylboronic acid), C([O-])([O-])=O.[Na+].[Na+] (sodium carbonate). The reagents and catalysts are Cl[Pd]([P](C1=CC=CC=C1)(C2=CC=CC=C2)C3=CC=CC=C3)([P](C4=CC=CC=C4)(C5=CC=CC=C5)C6=CC=CC=C6)Cl (dichlorobis(triphenylphosphine)palladium). The solvent is C(C)(=O)OCC (ethyl acetate), O1CCOCC1 (dioxane). The product is COC(C1=CC=C(C=C1)C(=CC1CCCC1)C1=CC=2C(=NC=CC2)N1S(=O)(=O)C1=CC=CC=C1)=O (4-[1-(1-benzenesulfonyl-1H-pyrrolo[2,3-b]pyridin-2-yl)-2-cyclopentyl-vinyl]-benzoic acid methyl ester). Yield: 71.7%. As a reaction SMILES: [C:1]1([S:7]([N:10]2[C:14]3=[N:15][CH:16]=[CH:17][CH:18]=[C:13]3[CH:12]=[C:11]2[C:19](OS(C2C=CC(C)=CC=2)(=O)=O)=[CH:20][CH:21]2[CH2:25][CH2:24][CH2:23][CH2:22]2)(=[O:9])=[O:8])[CH:6]=[CH:5][CH:4]=[CH:3][CH:2]=1.[CH3:37][O:38][C:39]([C:41]1[CH:46]=[CH:45][C:44](B(O)O)=[CH:43][CH:42]=1)=[O:40].C(=O)([O-])[O-].[Na+].[Na+]>O1CCOCC1.C(OCC)(=O)C.Cl[Pd](Cl)([P](C1C=CC=CC=1)(C1C=CC=CC=1)C1C=CC=CC=1)[P](C1C=CC=CC=1)(C1C=CC=CC=1)C1C=CC=CC=1>[CH3:37][O:38][C:39](=[O:40])[C:41]1[CH:46]=[CH:45][C:44]([C:19]([C:11]2[N:10]([S:7]([C:1]3[CH:2]=[CH:3][CH:4]=[CH:5][CH:6]=3)(=[O:8])=[O:9])[C:14]3=[N:15][CH:16]=[CH:17][CH:18]=[C:13]3[CH:12]=2)=[CH:20][CH:21]2[CH2:25][CH2:24][CH2:23][CH2:22]2)=[CH:43][CH:42]=1 |f:2.3.4,^1:70,89|. Procedure: To a mixture of toluene-4-sulfonic acid-1-(1-benzenesulfonyl-1H-pyrrolo[2,3-b]pyridin-2-yl)-2-cyclopentyl-vinyl ester (prepared as in Example 43, 1.0 g, 1.92 mmol), 4-methoxycarbonylphenylboronic acid (0.86 g, 4.8 mmol) and dichlorobis(triphenylphosphine)palladium (II) (134 mg, 0.02 mmol) in dioxane (16 mL) was added an aqueous sodium carbonate solution (2 M, 2.4 mL). The resulting mixture was subjected to microwave irradiation for 2 h at 100° C. The mixture was diluted with ethyl acetate (100 m... Starting materials: BrC1=CC=C(S1)C1=NC(=NC=C1)S(=O)C (4-(5-Bromo-thiophen-2-yl)-2-methanesulfinyl-pyrimidine), NC1CC(NC(C1)(C)C)(C)C (4-amino-2,2,6,6,-tetramethyl piperidine). Product: BrC1=CC=C(S1)C1=NC(=NC=C1)NC1CC(NC(C1)(C)C)(C)C ([4-(5-Bromo-thiophen-2-yl)-pyrimidin-2-yl]-(2,2,6,6-tetramethyl-piperidin-4-yl)-amine). As a reaction SMILES: [Br:1][C:2]1[S:6][C:5]([C:7]2[CH:12]=[CH:11][N:10]=[C:9](S(C)=O)[N:8]=2)=[CH:4][CH:3]=1.[NH2:16][CH:17]1[CH2:22][C:21]([CH3:24])([CH3:23])[NH:20][C:19]([CH3:26])([CH3:25])[CH2:18]1>>[Br:1][C:2]1[S:6][C:5]([C:7]2[CH:12]=[CH:11][N:10]=[C:9]([NH:16][CH:17]3[CH2:18][C:19]([CH3:26])([CH3:25])[NH:20][C:21]([CH3:24])([CH3:23])[CH2:22]3)[N:8]=2)=[CH:4][CH:3]=1. Procedure: 4-(5-Bromo-thiophen-2-yl)-2-methanesulfinyl-pyrimidine (110 mg, 0.36 mmol) and 4-amino-2,2,6,6,-tetramethyl piperidine (0.6 ml) were heated to 130° C. for 45 minutes. Evaporation and chromatography on silicagel (TBDME/MeOH/ammonia:90/9/1) gave the title compound as slightly coloured crystals. Yield: 100 mg (70%). The reactants are [Mg] (Magnesium), O (water), BrC1=C(C=CC=C1)SC (2-bromothioanisole), B(OC(C)C)(OC(C)C)OC(C)C (triisopropyl borate). The reagents and catalysts are BrC1=C(C=CC=C1)SC (2-bromothioanisole), II (iodine). Solvent: O1CCCC1 (tetrahydrofuran), O1CCCC1 (tetrahydrofuran). Reaction conditions: temperature 0 celsius, time 4 hour. Product: CSC1=C(C=CC=C1)B(O)O (2-(methylthio)phenylboronic acid). As a reaction SMILES: [Mg].Br[C:3]1[CH:8]=[CH:7][CH:6]=[CH:5][C:4]=1[S:9][CH3:10].[B:11](OC(C)C)([O:16]C(C)C)[O:12]C(C)C.O>O1CCCC1.BrC1C=CC=CC=1SC.II>[CH3:10][S:9][C:4]1[CH:5]=[CH:6][CH:7]=[CH:8][C:3]=1[B:11]([OH:16])[OH:12]. Procedure: Magnesium (9.52 g) was suspended in 119 mL of tetrahydrofuran, and to the suspension were added 3.00 g of 2-bromothioanisole and about 20 mg of iodine. After the reaction was started by heating employing a dryer, 72 g of 2-bromothioanisole was dropped to the mixture during 20 minutes. After being heated for 1 hour, the reaction mixture was diluted with 1000 mL of tetrahydrofuran, and cooled to 0° C. To the mixture was added 102 mL of triisopropyl borate at the same temperature, and the mixture w...